This data is from the Open Reaction Database (ORD), a public repository of structured organic reaction records. The task is: describe an organic reaction: reactants, conditions, products, and yield Starting materials: NC=1C(=C(C(=CC1)F)C(=O)C1=CNC2=NC=CC=C21)F ((3-Amino-2,6-difluoro-phenyl)-(1H-pyrrolo[2,3-b]pyridin-3-yl)-methanone), ClC=1C=C2C(=NC1)NC=C2 (5-chloro-1H-pyrrolo[2,3-b]pyridine), N1C=CC2=CC=CN=C12 (7-azaindole), FC=1C=C(C=C(C1)F)S(=O)(=O)Cl (3,5-difluorobenzenesulfonyl chloride), S(=O)(=O)(Cl)Cl (sulfonyl chloride). Product: ClC=1C=C2C(=NC1)NC=C2C(=O)C=2C(=C(C=CC2F)NS(=O)(=O)C2=CC(=CC(=C2)F)F)F (N-[3-(5-chloro-1H-pyrrolo[2,3-b]pyridine-3-carbonyl)-2,4-difluoro-phenyl]-3,5-difluorobenzenesulfonamide). Reaction SMILES: [NH2:1][C:2]1[C:3]([F:20])=[C:4]([C:9]([C:11]2[C:19]3[C:14](=[N:15][CH:16]=[CH:17][CH:18]=3)[NH:13][CH:12]=2)=[O:10])[C:5]([F:8])=[CH:6][CH:7]=1.[Cl:21]C1C=C2C=CNC2=NC=1.N1C2C(=CC=CN=2)C=C1.[F:40][C:41]1[CH:42]=[C:43]([S:48](Cl)(=[O:50])=[O:49])[CH:44]=[C:45]([F:47])[CH:46]=1.S(Cl)(Cl)(=O)=O>>[Cl:21][C:17]1[CH:18]=[C:19]2[C:11]([C:9]([C:4]3[C:3]([F:20])=[C:2]([NH:1][S:48]([C:43]4[CH:42]=[C:41]([F:40])[CH:46]=[C:45]([F:47])[CH:44]=4)(=[O:49])=[O:50])[CH:7]=[CH:6][C:5]=3[F:8])=[O:10])=[CH:12][NH:13][C:14]2=[N:15][CH:16]=1. Reported procedure: Additional compounds were prepared following the protocol of Scheme 67 Step 6, optionally substituting (3-Amino-2,6-difluoro-phenyl)-(5-chloro-1H-pyrrolo[2,3-b]pyridin-3-yl)-methanone P-1801 with (3-Amino-2,6-difluoro-phenyl)-(1H-pyrrolo[2,3-b]pyridin-3-yl)-methanone P-2021 (prepared per Scheme 67 Steps 1-5, substituting 5-chloro-1H-pyrrolo[2,3-b]pyridine 80 with 1H-pyrrolo[2,3-b]pyridine 94 in Step 3) and/or 3,5-difluorobenzenesulfonyl chloride 610 with an appropriate sulfonyl chloride. The fol... Reactants: O=C1N(C2CCC(O)CC2)CCC12CCN(c1cc(Br)ccc1F)CC2, C1COCCO1, [K+], [K+], [K+], CC1(C)OB(c2ccc(C(=O)N3CCCC3)nc2)OC1(C)C, O, O=P([O-])([O-])[O-], c1ccc(P(c2ccccc2)(c2ccccc2)[Pd](P(c2ccccc2)(c2ccccc2)c2ccccc2)(P(c2ccccc2)(c2ccccc2)c2ccccc2)P(c2ccccc2)(c2ccccc2)c2ccccc2)cc1. The product is O=C(c1ccc(-c2ccc(F)c(N3CCC4(CC3)CCN(C3CCC(O)CC3)C4=O)c2)cn1)N1CCCC1. Reaction SMILES: [Br:9][c:10]1[cH:11][cH:12][c:13]([F:34])[c:14]([N:16]2[CH2:17][CH2:18][C:19]3([CH2:20][CH2:21][N:22]([CH:25]4[CH2:26][CH2:27][CH:28]([OH:31])[CH2:29][CH2:30]4)[C:23]3=[O:24])[CH2:32][CH2:33]2)[cH:15]1.[CH2:58]1[O:59][CH2:60][CH2:61][O:62][CH2:63]1.[K+:6].[K+:7].[K+:8].[N:35]1([C:40](=[O:41])[c:42]2[n:43][cH:44][c:45]([B:48]3[O:49][C:50]([CH3:51])([CH3:52])[C:53]([CH3:54])([CH3:55])[O:56]3)[cH:46][cH:47]2)[CH2:36][CH2:37][CH2:38][CH2:39]1.[OH2:57].[P:1]([O-:2])([O-:3])([O-:4])=[O:5].[cH:64]1[cH:65][cH:66][c:67]([P:68]([Pd:69]([P:70]([c:71]2[cH:72][cH:73][cH:74][cH:75][cH:76]2)([c:77]2[cH:78][cH:79][cH:80][cH:81][cH:82]2)[c:83]2[cH:84][cH:85][cH:86][cH:87][cH:88]2)([P:89]([c:90]2[cH:91][cH:92][cH:93][cH:94][cH:95]2)([c:96]2[cH:97][cH:98][cH:99][cH:100][cH:101]2)[c:102]2[cH:103][cH:104][cH:105][cH:106][cH:107]2)[P:108]([c:109]2[cH:110][cH:111][cH:112][cH:113][cH:114]2)([c:115]2[cH:116][cH:117][cH:118][cH:119][cH:120]2)[c:121]2[cH:122][cH:123][cH:124][cH:125][cH:126]2)([c:127]2[cH:128][cH:129][cH:130][cH:131][cH:132]2)[c:133]2[cH:134][cH:135][cH:136][cH:137][cH:138]2)[cH:139][cH:140]1>>[c:10]1(-[c:45]2[cH:44][n:43][c:42]([C:40]([N:35]3[CH2:36][CH2:37][CH2:38][CH2:39]3)=[O:41])[cH:47][cH:46]2)[cH:11][cH:12][c:13]([F:34])[c:14]([N:16]2[CH2:17][CH2:18][C:19]3([CH2:20][CH2:21][N:22]([CH:25]4[CH2:26][CH2:27][CH:28]([OH:31])[CH2:29][CH2:30]4)[C:23]3=[O:24])[CH2:32][CH2:33]2)[cH:15]1. Reactants: BrC=1C(=CC2=C(C1)C=1N=C(SC1C(CO2)=O)C(=O)OCC)F (Ethyl 9-bromo-8-fluoro-4-oxo-[1]benzoxepino[5,4-d]thiazole-2-carboxylate), C[Mg]Br (methylmagnesium bromide), OC1(COC2=C(C=3N=C(SC13)C(=O)N)C=C(C=C2)C#CC(C)(C)O)C (4-Hydroxy-9-(3-hydroxy-3-methyl-but-1-ynyl)-4-methyl-4,5-dihydro-6-oxa-3-thia-1-aza-benzo{e}azulene-2-carboxylic amide). Product: BrC=1C(=CC2=C(C1)C=1N=C(SC1C(CO2)(C)O)C(=O)OCC)F (ethyl 9-bromo-8-fluoro-4-hydroxy-4-methyl-5H-[1]benzoxepino[5,4-d]thiazole-2-carboxylate). Reaction SMILES: [Br:1][C:2]1[C:3]([F:22])=[CH:4][C:5]2[O:15][CH2:14][C:13](=[O:16])[C:12]3[S:11][C:10]([C:17]([O:19][CH2:20][CH3:21])=[O:18])=[N:9][C:8]=3[C:6]=2[CH:7]=1.[CH3:23][Mg]Br.OC1(C)C2SC(C(N)=O)=NC=2C2C=C(C#CC(O)(C)C)C=CC=2OC1>>[Br:1][C:2]1[C:3]([F:22])=[CH:4][C:5]2[O:15][CH2:14][C:13]([OH:16])([CH3:23])[C:12]3[S:11][C:10]([C:17]([O:19][CH2:20][CH3:21])=[O:18])=[N:9][C:8]=3[C:6]=2[CH:7]=1. Reported procedure: Ethyl 9-bromo-8-fluoro-4-oxo-[1]benzoxepino[5,4-d]thiazole-2-carboxylate (415 mg) was reacted with methylmagnesium bromide similarly to as described in the synthesis of 4-Hydroxy-9-(3-hydroxy-3-methyl-but-1-ynyl)-4-methyl-4,5-dihydro-6-oxa-3-thia-1-aza-benzo{e}azulene-2-carboxylic amide with non-critical modifications to afford ethyl 9-bromo-8-fluoro-4-hydroxy-4-methyl-5H-[1]benzoxepino[5,4-d]thiazole-2-carboxylate. Ethyl 9-bromo-8-fluoro-4-hydroxy-4-methyl-5H-[1]benzoxepino[5,4-d]thiazole-2-car...